describe an organic reaction: reactants, conditions, products, and yield From a dataset of the Open Reaction Database (ORD), a public repository of structured organic reaction records. Reactants: [Al+3], O=C(Br)CBr, CCCc1nc(CC)c2c(=O)[nH]c(-c3ccccc3OCC)nn12, [Cl-], [Cl-], [Cl-], ClCCl. Yields the product CCCc1nc(CC)c2c(=O)[nH]c(-c3cc(C(=O)CBr)ccc3OCC)nn12. RXN SMILES: [Al+3:31].[Br:25][CH2:26][C:27](=[O:28])[Br:29].[CH2:1]([CH3:2])[O:3][c:4]1[c:5](-[c:10]2[n:11][n:12]3[c:13]([c:14](=[O:16])[nH:15]2)[c:17]([CH2:23][CH3:24])[n:18][c:19]3[CH2:20][CH2:21][CH3:22])[cH:6][cH:7][cH:8][cH:9]1.[Cl-:30].[Cl-:32].[Cl-:33].[Cl:34][CH2:35][Cl:36]>>[CH2:1]([CH3:2])[O:3][c:4]1[c:5](-[c:10]2[n:11][n:12]3[c:13]([c:14](=[O:16])[nH:15]2)[c:17]([CH2:23][CH3:24])[n:18][c:19]3[CH2:20][CH2:21][CH3:22])[cH:6][c:7]([C:27]([CH2:26][Br:25])=[O:28])[cH:8][cH:9]1. Reactants: diol, C(C=C)C1=C(C=2C=CC=NC2C=C1)O (6-allyl-quinolin-5-ol), benzyl, C1(=CC=CC=C1)O (phenol), [H-].[Na+] (sodium hydride), C(C1=CC=CC=C1)OC1=C2C=CC=NC2=CC=C1CC(CO)O (3-(5-benzyloxy-quinoline-6-yl)-propane-1,2-diol), BrCC(=O)[O-] (bromoacetate), CC[C@@H]1CN2CC[C@@H]1C[C@@H]2[C@@H](C3=C4C=C(C=CC4=NC=C3)OC)OC5=NN=C(C6=CC=CC=C65)O[C@@H]([C@H]7C[C@@H]8CCN7C[C@@H]8CC)C9=C1C=C(C=CC1=NC=C9)OC (AD-mix-α), C(C=C)C=1C(=C2C=CC=NC2=CC1)OCC1=CC=CC=C1 (6-allyl-5-benzyloxy-quinoline), OC1=C2C=CC=NC2=CC=C1 (5-hydroxyquinoline), C(C=C)OC1=C2C=CC=NC2=CC=C1 (5-allyloxyquinoline), product 16. Solvent: CC=1C=CC(=CC1)C (p-xylene), Br (HBr), C(C)(=O)O (acetic acid). Yields the product O1CC(CC=2C1=C1C=CC=NC1=CC2)N (3,4-dihydro-2H-pyrano[2,3-f]quinolin-3-amine), 3,4-dihydro-2H-pyrano[2,3f]quinolin-3-ol. As a reaction SMILES: [OH:1][C:2]1[CH:11]=[CH:10][CH:9]=[C:8]2[C:3]=1[CH:4]=[CH:5][CH:6]=[N:7]2.C(OC1C=C[CH:23]=[C:22]2[C:17]=1C=CC=[N:21]2)C=C.C(C1C=CC2N=CC=CC=2C=1O)C=C.C1(O)C=CC=CC=1.C(C1C(OCC2C=CC=CC=2)=C2C(=CC=1)N=CC=C2)C=C.C(OC1C(CC(O)CO)=CC=C2C=1C=CC=N2)C1C=CC=CC=1.CC[C@H]1[C@H]2C[C@H]([C@H](OC3C4C(=CC=CC=4)C(O[C@H](C4C=CN=C5C=4C=C(OC)C=C5)[C@@H]4N5C[C@H](CC)[C@@H](CC5)C4)=NN=3)C3C=CN=C4C=3C=C(OC)C=C4)N(CC2)C1.BrCC([O-])=O.[H-].[Na+]>CC1C=CC(C)=CC=1.Br.C(O)(=O)C>[O:1]1[C:2]2=[C:3]3[C:8](=[CH:9][CH:10]=[C:11]2[CH2:23][CH:22]([NH2:21])[CH2:17]1)[N:7]=[CH:6][CH:5]=[CH:4]3 |f:8.9|. Reported procedure: The 3,4-dihydro-2H-pyrano[2,3-f]quinolin-3-amine 1b is prepared according to Scheme III. The commercially available 5-hydroxyquinoline 13 is first protected with an allyl group, and the resulting 5-allyloxyquinoline 14 subjected to Claisen rearrangement by heating in p-xylene to generate 6-allyl-quinolin-5-ol 15. The resulting phenol is protected with a suitable protecting group, such as benzyl, and the resulting product 16, 6-allyl-5-benzyloxy-quinoline converted to the 3-(5-benzyloxy-quinoline... The product is C=CC1CCC(=O)N1C. Reactants: CN, C=CC1CCC(=O)O1. Reaction SMILES: [CH3:9][NH2:10].[CH:1](=[CH2:2])[CH:3]1[CH2:4][CH2:5][C:6](=[O:7])[O:8]1>>[CH:1](=[CH2:2])[CH:3]1[CH2:4][CH2:5][C:6](=[O:8])[N:10]1[CH3:9]. The reactants are COC=1C=C2C(NC=NC2=CC1OC)=O (6,7-Dimethoxy-3,4-dihydroquinazolin-4-one), S(=O)(Cl)Cl (thionyl chloride). The reagents and catalysts are CN(C)C=O (DMF). Yields the product ClC1=NC=NC2=CC(=C(C=C12)OC)OC (4-chloro-6,7-dimethoxyquinazoline). Reaction SMILES: [CH3:1][O:2][C:3]1[CH:4]=[C:5]2[C:10](=[CH:11][C:12]=1[O:13][CH3:14])[N:9]=[CH:8][NH:7][C:6]2=O.S(Cl)([Cl:18])=O>CN(C=O)C>[Cl:18][C:6]1[C:5]2[C:10](=[CH:11][C:12]([O:13][CH3:14])=[C:3]([O:2][CH3:1])[CH:4]=2)[N:9]=[CH:8][N:7]=1. Procedure: 6,7-Dimethoxy-3,4-dihydroquinazolin-4-one (290 mg, 1.4 mmol) was suspended in thionyl chloride (5 ml) and DMF (2 drops) and heated at reflux for 2 hours. The thionyl chloride was evaporated under vacuum and the residue azeotroped with toluene three times to give 4-chloro-6,7-dimethoxyquinazoline. A mixture of the crude 4-chloro-6,7-dimethoxyquinazoline, potassium carbonate (970 mg, 7 mmol) and 7-hydroxyquinoline (235 mg, 1.62 mmol) in DMF (10 ml) was stirred at 100° C. for 5 hours and allowed to... Starting materials: C1(=CC=CC=C1)CCN1N=C(C(=C1)C(=O)OCC)N (1-(2-phenylethyl)-3-amino-4-ethoxycarbonylpyrazole), C(C)(C)[N-]C(C)C.[Li+].C1CCCCC1 (lithium diisopropylamide cyclohexane), C(=O)=O.CC(=O)C (dry ice acetone), BrCC1=CC=C(C=C1)C1=C(C=CC=C1)C1=NN=NN1C(C1=CC=CC=C1)(C1=CC=CC=C1)C1=CC=CC=C1 (4-bromomethyl-2'-[N-triphenylmethyl-(1H-tetrazol-5-yl)]biphenyl), [Cl-].[NH4+] (ammonium chloride), C(=O)=O.CC(=O)C (dry ice acetone). Run in CN1C(N(CCC1)C)=O (1,3-dimethyl-3,4,5,6-tetrahydro-2(1H)-pyrimidinone), C1CCOC1 (THF), C1CCOC1 (THF), CCCCCC.C(C)(=O)OCC (n-hexane ethyl acetate), C1CCOC1 (THF). Reaction conditions: time 15 minute. Yields the product C1(=CC=CC=C1)CCN1N=C(C(=C1)C(=O)OCC)NCC1=CC=C(C=C1)C1=C(C=CC=C1)C1=NN=NN1C(C1=CC=CC=C1)(C1=CC=CC=C1)C1=CC=CC=C1 (N-[1-(2-phenylethyl)-4-ethoxycarbonylpyrazol-3-yl]-N-[(2'-(N-triphenylmethyl-(1H-tetrazol-5-yl))biphenyl-4-yl)methyl]amine). Reaction SMILES: C([N-]C(C)C)(C)C.[Li+].[CH2:9]1[CH2:14][CH2:13][CH2:12][CH2:11][CH2:10]1.C1([CH2:21][CH2:22][N:23]2[CH:27]=[C:26]([C:28]([O:30][CH2:31][CH3:32])=[O:29])[C:25]([NH2:33])=[N:24]2)C=CC=CC=1.C(=O)=O.CC(C)=O.Br[CH2:42][C:43]1[CH:48]=[CH:47][C:46]([C:49]2[CH:54]=[CH:53][CH:52]=[CH:51][C:50]=2[C:55]2[N:59]([C:60]([C:73]3[CH:78]=[CH:77][CH:76]=[CH:75][CH:74]=3)([C:67]3[CH:72]=[CH:71][CH:70]=[CH:69][CH:68]=3)[C:61]3[CH:66]=[CH:65][CH:64]=[CH:63][CH:62]=3)[N:58]=[N:57][N:56]=2)=[CH:45][CH:44]=1.[Cl-].[NH4+]>CCCCCC.C(OCC)(=O)C.C1COCC1.CN1CCCN(C)C1=O>[C:9]1([CH2:21][CH2:22][N:23]2[CH:27]=[C:26]([C:28]([O:30][CH2:31][CH3:32])=[O:29])[C:25]([NH:33][CH2:42][C:43]3[CH:44]=[CH:45][C:46]([C:49]4[CH:54]=[CH:53][CH:52]=[CH:51][C:50]=4[C:55]4[N:59]([C:60]([C:73]5[CH:78]=[CH:77][CH:76]=[CH:75][CH:74]=5)([C:67]5[CH:68]=[CH:69][CH:70]=[CH:71][CH:72]=5)[C:61]5[CH:66]=[CH:65][CH:64]=[CH:63][CH:62]=5)[N:58]=[N:57][N:56]=4)=[CH:47][CH:48]=3)=[N:24]2)[CH:14]=[CH:13][CH:12]=[CH:11][CH:10]=1 |f:0.1.2,4.5,7.8,9.10|. Reported procedure: 2.1 ml of 1.5M lithium diisopropylamide/cyclohexane solution were added to THF solution (35 ml) containing 363 mg of 1-(2-phenylethyl)-3-amino-4-ethoxycarbonylpyrazole and 0.40 ml of 1,3-dimethyl-3,4,5,6-tetrahydro-2(1H)-pyrimidinone, while cooling with dry ice-acetone, and stirred at room temperature for 15 minutes. The mixture was again cooled with dry ice-acetone, and 10 ml of THF solution of 877 mg of 4-bromomethyl-2'-[N-triphenylmethyl-(1H-tetrazol-5-yl)]biphenyl were added thereto and stir...